From a dataset of the Open Reaction Database (ORD), a public repository of structured organic reaction records. describe an organic reaction: reactants, conditions, products, and yield Reactants: C(C)(C)(C)C1=C(C(=C(CC(C(=O)O)C(=O)O)C(=C1)C)C)O (4-tert.-Butyl-2,6-dimethyl-3-hydroxybenzylmalonic acid), C(=O)=O (CO2), C([O-])(O)=O.[Na+] (sodium bicarbonate). Solvent: O (water), CCCCCC (n-hexane). Yields the product C(C)(C)(C)C1=C(C(=C(C(=C1)C)CCC(=O)O)C)O (3-(4-tert.-Butyl-2,6-dimethyl-3-hydroxyphenyl)propionic acid). Reaction SMILES: [C:1]([C:5]1[CH:18]=[C:17]([CH3:19])[C:8]([CH2:9][CH:10](C(O)=O)[C:11]([OH:13])=[O:12])=[C:7]([CH3:20])[C:6]=1[OH:21])([CH3:4])([CH3:3])[CH3:2].C(=O)=O.C(=O)(O)[O-].[Na+]>O.CCCCCC>[C:1]([C:5]1[CH:18]=[C:17]([CH3:19])[C:8]([CH2:9][CH2:10][C:11]([OH:13])=[O:12])=[C:7]([CH3:20])[C:6]=1[OH:21])([CH3:4])([CH3:3])[CH3:2] |f:2.3|. Reported procedure: 17.9 grams of the compound of Example 16 was stirred together with white oil at 165° to 180° for 2 hours until little CO2 evolution could be detected. The reaction mixture was cooled to 50° and stirred thoroughly together with 5.2 grams of sodium bicarbonate dissolved in 100 ml of water until no foaming took place and all solids had dissolved. The reaction mixture was diluted with 50 ml of n-hexane and the upper organic phase separated from the lower aqueous phase. The organic phase was washed w... The reactants are [OH-].[K+] (Potassium hydroxide), C(C=C)(=O)Cl (Acryloyl chloride), C(C=C)(=O)N[C@@H](CO)[C@@H](O)[C@H](O)[C@H](O)CO (N-acryloyl-2-amino-2-deoxy-D-glucitol), CNC[C@H](O)[C@@H](O)[C@H](O)[C@H](O)CO (N-methyl-1-amino-1-deoxy-D-glucitol), N(=O)[O-].[Na+] (sodium nitrite). Solvent: O (water), C(Cl)Cl (methylene chloride), O (water). The product is C(C=C)(=O)N(C[C@H](O)[C@@H](O)[C@H](O)[C@H](O)CO)C (N-acryloyl-N-methyl-1-amino-1-deoxy-D-glucitol). Isolated yield 41.0%. As a reaction SMILES: [CH3:1][NH:2][CH2:3][C@@H:4]([C@H:6]([C@@H:8]([C@@H:10]([CH2:12][OH:13])[OH:11])[OH:9])[OH:7])[OH:5].N([O-])=O.[Na+].[OH-].[K+].[C:20](Cl)(=[O:23])[CH:21]=[CH2:22].C(N[C@H]([C@H]([C@@H]([C@@H](CO)O)O)O)CO)(=O)C=C>O.C(Cl)Cl>[C:20]([N:2]([CH3:1])[CH2:3][C@@H:4]([C@H:6]([C@@H:8]([C@@H:10]([CH2:12][OH:13])[OH:11])[OH:9])[OH:7])[OH:5])(=[O:23])[CH:21]=[CH2:22] |f:1.2,3.4|. Procedure: N-methyl-1-amino-1-deoxy-D-glucitol (0.5 mol, 97.6 g) was dissolved in about 300 ml of water. Then 1-2 g of sodium nitrite was added and the solution was cooled in an ice bath. Potassium hydroxide (0.6 mole) was dissolved in water and cooled. Acryloyl chloride (0.55 mole) was mixed with an equal volume of methylene chloride. The reaction was done in the same way as described in step 3 for the synthesis of N-acryloyl-2-amino-2-deoxy-D-glucitol. The salts were also removed as described above. Howe...